Dataset: the Open Reaction Database (ORD), a public repository of structured organic reaction records. Task: describe an organic reaction: reactants, conditions, products, and yield Reactants: Cc1ccccc1, Cc1cc(N)ccc1Cl, O=C=NC(F)(F)F. Product: Cc1cc(NC(=O)NC(F)(F)F)ccc1Cl. Reaction SMILES: [CH3:17][c:18]1[cH:19][cH:20][cH:21][cH:22][cH:23]1.[CH3:1][c:2]1[cH:3][c:4]([NH2:5])[cH:6][cH:7][c:8]1[Cl:9].[F:10][C:11]([F:12])([F:13])[N:14]=[C:15]=[O:16]>>[CH3:1][c:2]1[cH:3][c:4]([NH:5][C:15]([NH:14][C:11]([F:10])([F:12])[F:13])=[O:16])[cH:6][cH:7][c:8]1[Cl:9]. Reactants: COc1cc(Br)cc(C=O)c1O, O=c1cc(N2CCNCC2)nc[nH]1. Product: COc1cc(Br)cc(CN2CCN(c3cc(=O)[nH]cn3)CC2)c1O. Reaction SMILES: [Br:14][c:15]1[cH:16][c:17]([O:24][CH3:25])[c:18]([OH:23])[c:19]([CH:20]=[O:21])[cH:22]1.[N:1]1([c:7]2[cH:8][c:9](=[O:13])[nH:10][cH:11][n:12]2)[CH2:2][CH2:3][NH:4][CH2:5][CH2:6]1>>[N:1]1([c:7]2[cH:8][c:9](=[O:13])[nH:10][cH:11][n:12]2)[CH2:2][CH2:3][N:4]([CH2:20][c:19]2[c:18]([OH:23])[c:17]([O:24][CH3:25])[cH:16][c:15]([Br:14])[cH:22]2)[CH2:5][CH2:6]1.